This data is from the Open Reaction Database (ORD), a public repository of structured organic reaction records. The task is: describe an organic reaction: reactants, conditions, products, and yield As a reaction SMILES: [CH2:1]([CH2:2][CH2:3][CH3:4])[O:5][CH2:6][CH2:7][O:8][c:9]1[cH:10][cH:11][c:12](-[c:15]2[cH:16][cH:17][c:18]3[c:19]([cH:32]2)[CH:20]=[C:21]([C:29](=[O:30])[OH:31])[CH2:22][CH2:23][N:24]3[CH2:25][CH:26]([CH3:27])[CH3:28])[cH:13][cH:14]1.[NH2:42][c:43]1[cH:44][cH:45][c:46]2[c:47]([n:48]([CH3:61])[c:49]([S:51][CH2:52][c:53]3[cH:54][n:55][cH:56][n:57]3[CH2:58][CH2:59][CH3:60])[n:50]2)[cH:62]1.[O:33]=[CH:34][N:35]([CH3:36])[CH3:37].[O:63]1[CH2:64][CH2:65][CH2:66][CH2:67]1.[OH2:74].[S:38]([Cl:39])([Cl:40])=[O:41].[cH:68]1[cH:69][cH:70][n:71][cH:72][cH:73]1>>[CH2:1]([CH2:2][CH2:3][CH3:4])[O:5][CH2:6][CH2:7][O:8][c:9]1[cH:10][cH:11][c:12](-[c:15]2[cH:16][cH:17][c:18]3[c:19]([cH:32]2)[CH:20]=[C:21]([C:29](=[O:30])[NH:42][c:43]2[cH:44][cH:45][c:46]4[c:47]([n:48]([CH3:61])[c:49]([S:51][CH2:52][c:53]5[cH:54][n:55][cH:56][n:57]5[CH2:58][CH2:59][CH3:60])[n:50]4)[cH:62]2)[CH2:22][CH2:23][N:24]3[CH2:25][CH:26]([CH3:27])[CH3:28])[cH:13][cH:14]1. Product: CCCCOCCOc1ccc(-c2ccc3c(c2)C=C(C(=O)Nc2ccc4nc(SCc5cncn5CCC)n(C)c4c2)CCN3CC(C)C)cc1. Reactants: CCCCOCCOc1ccc(-c2ccc3c(c2)C=C(C(=O)O)CCN3CC(C)C)cc1, CCCn1cncc1CSc1nc2ccc(N)cc2n1C, CN(C)C=O, C1CCOC1, O, O=S(Cl)Cl, c1ccncc1. Starting materials: N12C[C@@H](C(CC1)CC2)OC(=O)C2(CCCCCC2)C2=CC=CC=C2 (1-phenyl-cycloheptanecarboxylic acid (R)-(1-aza-bicyclo[2.2.2]oct-3-yl) ester), BrCCC=1C=CC2=C(CCO2)C1 (5-(2-bromo-ethyl)-2,3-dihydro-benzofuran). Run in C(C)#N (acetonitrile). Run at time 22 hour. Yields the product C(=O)[O-].O1CCC2=C1C=CC(=C2)CC[N+]21C[C@@H](C(CC2)CC1)OC(=O)C1(CCCCCC1)C1=CC=CC=C1 ((R)-1-[2-(2,3-Dihydro-benzofuran-5-yl)-ethyl]-3-(1-phenyl-cycloheptanecarbonyloxy)-1-azonia-bicyclo[2.2.2]octane formate). Yield: 70.0%. RXN SMILES: [N:1]12[CH2:8][CH2:7][CH:4]([CH2:5][CH2:6]1)[C@@H:3]([O:9][C:10]([C:12]1([C:19]3[CH:24]=[CH:23][CH:22]=[CH:21][CH:20]=3)[CH2:18][CH2:17][CH2:16][CH2:15][CH2:14][CH2:13]1)=[O:11])[CH2:2]2.Br[CH2:26][CH2:27][C:28]1[CH:29]=[CH:30][C:31]2[O:35][CH2:34][CH2:33][C:32]=2[CH:36]=1>C(#N)C>[CH:10]([O-:11])=[O:9].[O:35]1[C:31]2[CH:30]=[CH:29][C:28]([CH2:27][CH2:26][N+:1]34[CH2:8][CH2:7][CH:4]([CH2:5][CH2:6]3)[C@@H:3]([O:9][C:10]([C:12]3([C:19]5[CH:20]=[CH:21][CH:22]=[CH:23][CH:24]=5)[CH2:18][CH2:17][CH2:16][CH2:15][CH2:14][CH2:13]3)=[O:11])[CH2:2]4)=[CH:36][C:32]=2[CH2:33][CH2:34]1 |f:3.4|. Procedure: A mixture of 1-phenyl-cycloheptanecarboxylic acid (R)-(1-aza-bicyclo[2.2.2]oct-3-yl) ester (Example 14e) (126 mg) and 5-(2-bromo-ethyl)-2,3-dihydro-benzofuran (105 mg, 0.46 mmol) in acetonitrile (1.5 mL) was stirred at room temperature for 22 h. The volatiles were evaporated and the residue purified by silica gel chromatography eluting with dichloromethane then 5% then 10% MeOH/dichloromethane. The relevant fractions were combined and evaporated and the residue triturated with dichloromethane to... Reactants: C(C1=CC=CC=C1)OC=1C(=NC=CC1)C1N(C(C2=C(N1)C=CN=C2C(F)(F)F)=O)C(CC2=CC(=C(C=C2)F)F)C (2-(3-(benzyloxy)pyridin-2-yl)-3-(1-(3,4-difluorophenyl)propan-2-yl)-5-(trifluoromethyl)-2,3-dihydropyrido[4,3-d]pyrimidin-4(1H)-one). Reagents/catalysts: [Pd] (palladium on carbon). The solvent is C(C)O (ethanol). Conditions: time 2.5 hour. Yields the product FC=1C=C(C=CC1F)CC(C)N1C(NC2=C(C1=O)C(=NC=C2)C(F)(F)F)C2=NC=CC=C2O (3-(1-(3,4-difluorophenyl)propan-2-yl)-2-(3-hydroxypyridin-2-yl)-5-(trifluoromethyl)-2,3-dihydropyrido[4,3-d]pyrimidin-4(1H)-one). The yield is 100.0%. Reaction SMILES: C([O:8][C:9]1[C:10]([CH:15]2[NH:20][C:19]3[CH:21]=[CH:22][N:23]=[C:24]([C:25]([F:28])([F:27])[F:26])[C:18]=3[C:17](=[O:29])[N:16]2[CH:30]([CH3:40])[CH2:31][C:32]2[CH:37]=[CH:36][C:35]([F:38])=[C:34]([F:39])[CH:33]=2)=[N:11][CH:12]=[CH:13][CH:14]=1)C1C=CC=CC=1>C(O)C.[Pd]>[F:39][C:34]1[CH:33]=[C:32]([CH2:31][CH:30]([N:16]2[C:17](=[O:29])[C:18]3[C:24]([C:25]([F:26])([F:27])[F:28])=[N:23][CH:22]=[CH:21][C:19]=3[NH:20][CH:15]2[C:10]2[C:9]([OH:8])=[CH:14][CH:13]=[CH:12][N:11]=2)[CH3:40])[CH:37]=[CH:36][C:35]=1[F:38]. Reported procedure: 2-(3-(benzyloxy)pyridin-2-yl)-3-(1-(3,4-difluorophenyl)propan-2-yl)-5-(trifluoromethyl)-2,3-dihydropyrido[4,3-d]pyrimidin-4(1H)-one (4.61 g, 8.31 mmol) was dissolved in absolute ethanol (150 mL). To this was added 10% palladium on carbon (0.50 g) and the mixture was hydrogenated on a Parr shaker at 45 PSI for 2.5 hours. The reaction was filtered through celite, and the filter cake washed with ethanol. The combined filtrates were concentrated in vacuo to an oil. This oil was purified by silica ge... Reactants: solution, [H-].[H-].[H-].[H-].[Li+].[Al+3] (LAH), O(C1=CC=CC=C1)C1=CC=C(CNC(=O)C2CCC2)C=C1 (N-(4-phenoxybenzyl)cyclobutanecarboxamide). Solvent: C1CCOC1 (THF), C1CCOC1 (THF). Conditions: temperature 0 celsius. Yields the product C1(CCC1)CNCC1=CC=C(C=C1)OC1=CC=CC=C1 (N-(Cyclobutylmethyl)-N-(4-phenoxybenzyl)amine). Isolated yield 99.7%. RXN SMILES: [O:1]([C:8]1[CH:21]=[CH:20][C:11]([CH2:12][NH:13][C:14]([CH:16]2[CH2:19][CH2:18][CH2:17]2)=O)=[CH:10][CH:9]=1)[C:2]1[CH:7]=[CH:6][CH:5]=[CH:4][CH:3]=1.[H-].[H-].[H-].[H-].[Li+].[Al+3]>C1COCC1>[CH:16]1([CH2:14][NH:13][CH2:12][C:11]2[CH:20]=[CH:21][C:8]([O:1][C:2]3[CH:7]=[CH:6][CH:5]=[CH:4][CH:3]=3)=[CH:9][CH:10]=2)[CH2:19][CH2:18][CH2:17]1 |f:1.2.3.4.5.6|. Procedure: A cooled (0° C.) solution of N-(4-phenoxybenzyl)cyclobutanecarboxamide (0.60 g, 2.1 mmol) in THF (7 mL) was treated with 1M solution of LAH in THF (2.1 mL). The solution was refluxed for 2 hours then cooled to 0° C. and quenched with Na2SO4 ·10 H2O. The suspension was diluted with THF and filtered through a pad of celite. Evaporation of the solvent provided 0.56 g (99%) of the title compound as a colorless oil. 1H NMR (CDCl3, 500 MHz) δ 1.15 (br s, 1H), 1.62-1.70 (m, 2H), 1.80-1.98 (m, 3H), 2.02... Starting materials: O[C@@H]1CNCC1 ((S)-3-hydroxypyrrolidine), ClC1=NC=C(C=N1)[N+](=O)[O-] (2-chloro-5-nitro-pyrimidine). Product: [N+](=O)([O-])C=1C=NC(=NC1)N1C[C@H](CC1)O ((S)—N-(5-nitropyrimidin-2-yl)-pyrrolidin-3-ol). Reaction SMILES: [OH:1][C@H:2]1[CH2:6][CH2:5][NH:4][CH2:3]1.Cl[C:8]1[N:13]=[CH:12][C:11]([N+:14]([O-:16])=[O:15])=[CH:10][N:9]=1>>[N+:14]([C:11]1[CH:10]=[N:9][C:8]([N:4]2[CH2:5][CH2:6][C@H:2]([OH:1])[CH2:3]2)=[N:13][CH:12]=1)([O-:16])=[O:15]. Procedure details: This compound was prepared with the same method described before using (S)-3-hydroxypyrrolidine and 2-chloro-5-nitro-pyrimidine to give (S)—N-(5-nitropyrimidin-2-yl)-pyrrolidin-3-ol. LCMS calcd for C8H10N4O3 m/e 210.19, obsd 211 (ES, M+H). Hydrogenation of the nitro compound, as above, provided (S)—N-(5-aminopyrimidin-2-yl)-pyrrolidin-3-ol.